Dataset: the Open Reaction Database (ORD), a public repository of structured organic reaction records. Task: describe an organic reaction: reactants, conditions, products, and yield The reactants are Cc1cc(OCCCBr)c2ccc(F)cc2n1, [Li+], CCc1nc(N)nc(N)c1O, CN(C)C=O, [OH-], O. Yields the product CCc1nc(N)nc(N)c1OCCCOc1cc(C)nc2cc(F)ccc12. As a reaction SMILES: [F:15][c:16]1[cH:17][cH:18][c:19]2[c:20]([O:27][CH2:28][CH2:29][CH2:30][Br:31])[cH:21][c:22]([CH3:26])[n:23][c:24]2[cH:25]1.[Li+:14].[NH2:1][c:2]1[n:3][c:4]([CH2:10][CH3:11])[c:5]([OH:9])[c:6]([NH2:8])[n:7]1.[O:32]=[CH:33][N:34]([CH3:35])[CH3:36].[OH-:13].[OH2:12]>>[NH2:1][c:2]1[n:3][c:4]([CH2:10][CH3:11])[c:5]([O:9][CH2:30][CH2:29][CH2:28][O:27][c:20]2[c:19]3[cH:18][cH:17][c:16]([F:15])[cH:25][c:24]3[n:23][c:22]([CH3:26])[cH:21]2)[c:6]([NH2:8])[n:7]1. Starting materials: ClC1=NC=C(C(=O)NC2=CC=C(C=C2)OC)C=C1 (6-chloro-N-(4-methoxyphenyl)nicotinamide), ClC1=NC=C(C(=O)NC2=CC=C(C=C2)OC)C=C1 (6-chloro-N-(4-methoxyphenyl)nicotinamide), CC1=C(C=C(C(=O)NN2SC=CN2)C=C1)B1OC(C(O1)(C)C)(C)C (4-methyl-3-(4,4,5,5-tetramethyl-[1,3,2]dioxaborolan-2-yl)-N-(thiadiazol-2-yl)-benzamide), CC1=C(C=C(C(=O)NN2SC=CN2)C=C1)B1OC(C(O1)(C)C)(C)C (4-methyl-3-(4,4,5,5-tetramethyl-[1,3,2]dioxaborolan-2-yl)-N-(thiadiazol-2-yl)-benzamide). Yields the product COC1=CC=C(C=C1)NC(C1=CN=C(C=C1)C1=C(C=CC(=C1)C(NN1SC=CN1)=O)C)=O (N-(4-Methoxyphenyl)-6-[2-methyl-5-(thiadiazol-2-ylcarbamoyl)-phenyl]-nicotinamide). Reaction SMILES: Cl[C:2]1[CH:18]=[CH:17][C:5]([C:6]([NH:8][C:9]2[CH:14]=[CH:13][C:12]([O:15][CH3:16])=[CH:11][CH:10]=2)=[O:7])=[CH:4][N:3]=1.[CH3:19][C:20]1[CH:33]=[CH:32][C:23]([C:24]([NH:26][N:27]2[NH:31][CH:30]=[CH:29][S:28]2)=[O:25])=[CH:22][C:21]=1B1OC(C)(C)C(C)(C)O1>>[CH3:16][O:15][C:12]1[CH:13]=[CH:14][C:9]([NH:8][C:6](=[O:7])[C:5]2[CH:17]=[CH:18][C:2]([C:21]3[CH:22]=[C:23]([C:24](=[O:25])[NH:26][N:27]4[NH:31][CH:30]=[CH:29][S:28]4)[CH:32]=[CH:33][C:20]=3[CH3:19])=[N:3][CH:4]=2)=[CH:10][CH:11]=1. Reported procedure: N-(4-Methoxyphenyl)-6-[2-methyl-5-(thiadiazol-2-ylcarbamoyl)-phenyl]-nicotinamide was prepared from 6-chloro-N-(4-methoxyphenyl)nicotinamide (Intermediate 2) and 4-methyl-3-(4,4,5,5-tetramethyl-[1,3,2]dioxaborolan-2-yl)-N-(thiadiazol-2-yl)-benzamide (Intermediate 12) using General Method B. LCMS: retention time 3.05 min, MH− 446. NMR: δH [2H6]-DMSO 13.15,(1H, b), 10.41,(1H, s), 9.24,(2H, m), 8.45,(1H, dd), 8.28,(1H, s), 8.11,(1H, d), 7.88,(1H, d), 7.71,(2H, d), 7.56,(1H, d), 6.97,(2H, d), 3.76,(... Reactants: O=C1NC(=O)c2ccccc21, CCCCn1c(=O)c(NC(=O)Nc2c(C(C)C)cc(CBr)cc2C(C)C)c(-c2cccc(OC)c2)c2cccnc21, CN(C)C=O, [K], O. The product is CCCCn1c(=O)c(NC(=O)Nc2c(C(C)C)cc(CN)cc2C(C)C)c(-c2cccc(OC)c2)c2cccnc21. Reaction SMILES: [C:42]1(=[O:43])[NH:46][C:44](=[O:45])[c:47]2[cH:48][cH:49][cH:50][cH:51][c:52]21.[CH2:1]([CH2:2][CH2:3][CH3:4])[n:5]1[c:6](=[O:41])[c:7]([NH:23][C:24](=[O:25])[NH:26][c:27]2[c:28]([CH:38]([CH3:39])[CH3:40])[cH:29][c:30]([CH2:36][Br:37])[cH:31][c:32]2[CH:33]([CH3:34])[CH3:35])[c:8](-[c:15]2[cH:16][c:17]([O:21][CH3:22])[cH:18][cH:19][cH:20]2)[c:9]2[cH:10][cH:11][cH:12][n:13][c:14]12.[CH3:55][N:56]([CH3:57])[CH:58]=[O:59].[K:53].[OH2:54]>>[CH2:1]([CH2:2][CH2:3][CH3:4])[n:5]1[c:6](=[O:41])[c:7]([NH:23][C:24](=[O:25])[NH:26][c:27]2[c:28]([CH:38]([CH3:39])[CH3:40])[cH:29][c:30]([CH2:36][NH2:46])[cH:31][c:32]2[CH:33]([CH3:34])[CH3:35])[c:8](-[c:15]2[cH:16][c:17]([O:21][CH3:22])[cH:18][cH:19][cH:20]2)[c:9]2[cH:10][cH:11][cH:12][n:13][c:14]12.